Dataset: the Open Reaction Database (ORD), a public repository of structured organic reaction records. Task: describe an organic reaction: reactants, conditions, products, and yield Reactants: Cl (hydrochloric acid), saturated solution, COC1=CC=C(C=C1)C1=C(C2=CC=CC=C2CC1)C(O)C1=CC=C(C=C1)OCCN1CCCC1 ([3,4-Dihydro-2-(4-methoxyphenyl)naphthalen-1-yl][4-[2-(1-pyrrolidinyl)ethoxy]phenyl]methanol). Run in CO (methanol). Reaction conditions: temperature -20 celsius. Product: Cl.O(C)C1=CC=C(C=C1)C1=C(C2=CC=CC=C2C=C1)CC1=CC=C(C=C1)OCCN1CCCC1 ([2-(4-Methoxylphenyl)-naphthalen-1-yl][4-[2-(1-pyrolidinyl)ethoxy]phenyl]methane hydrochloride). Reaction SMILES: [CH3:1][O:2][C:3]1[CH:8]=[CH:7][C:6]([C:9]2[CH2:18][CH2:17][C:16]3[C:11](=[CH:12][CH:13]=[CH:14][CH:15]=3)[C:10]=2[CH:19]([C:21]2[CH:26]=[CH:25][C:24]([O:27][CH2:28][CH2:29][N:30]3[CH2:34][CH2:33][CH2:32][CH2:31]3)=[CH:23][CH:22]=2)O)=[CH:5][CH:4]=1.[ClH:35]>CO>[ClH:35].[O:2]([C:3]1[CH:8]=[CH:7][C:6]([C:9]2[CH:18]=[CH:17][C:16]3[C:11](=[CH:12][CH:13]=[CH:14][CH:15]=3)[C:10]=2[CH2:19][C:21]2[CH:26]=[CH:25][C:24]([O:27][CH2:28][CH2:29][N:30]3[CH2:34][CH2:33][CH2:32][CH2:31]3)=[CH:23][CH:22]=2)=[CH:5][CH:4]=1)[CH3:1] |f:3.4|. Procedure details: To a solution of the product of Example 14 (2.0 g, 4.58 mmol) stirring in methanol (50 mL) at ambient temperature was added methanolic hydrochloric acid (10 mL of a saturated solution). The reaction mixture was then concentrated to 20 mL and cooled to -20° C. for several hours. Filtration gave 0.62 g of the desired product as a white powder: 1H-NMR (CDCl3, 300 MHz) consistent with structure; MS (FD) m/e 437 (M+ -hydrochloric acid); Anal. Calc'd. for: C, 76.01; H, 6.80; N, 2.96. Found: C, 75.95; ... Starting materials: CN(C=O)C (dimethylformamide), C12C(CC(C(CC1)C2)=O)=O (bicyclo[3.2.1]octane-2,4-dione), FC(C1=NC(=C(C(=O)O)C=C1)CCCOC)F (6-Difluoromethyl-2-(3-methoxy-propyl)-nicotinic acid), C(C(=O)Cl)(=O)Cl (oxalyl chloride). The solvent is C(C)N(CC)CC (triethylamine), ClCCl (dichloromethane), C(Cl)Cl (methylene chloride). Reaction conditions: time 1 hour. Yields the product O=C1C=C(C2CCC1C2)OC(C2=C(N=C(C=C2)C(F)F)CCCOC)=O (6-Difluoromethyl-2-(3-methoxy-propyl)-nicotinic acid 4-oxo-bicyclo[3.2.1]oct-2-en-2-yl ester). Isolated yield 100.1%. Reaction SMILES: [F:1][CH:2]([F:17])[C:3]1[CH:11]=[CH:10][C:6]([C:7]([OH:9])=[O:8])=[C:5]([CH2:12][CH2:13][CH2:14][O:15][CH3:16])[N:4]=1.CN(C)C=O.C(Cl)(=O)C(Cl)=O.[CH:29]12[CH2:36][CH:33]([CH2:34][CH2:35]1)[C:32](=[O:37])[CH2:31][C:30]2=O>ClCCl.C(N(CC)CC)C>[O:37]=[C:32]1[CH:33]2[CH2:36][CH:29]([CH2:35][CH2:34]2)[C:30]([O:8][C:7](=[O:9])[C:6]2[CH:10]=[CH:11][C:3]([CH:2]([F:1])[F:17])=[N:4][C:5]=2[CH2:12][CH2:13][CH2:14][O:15][CH3:16])=[CH:31]1. Reported procedure: A solution of 181 g of 6-Difluoromethyl-2-(3-methoxy-propyl)-nicotinic acid methyl ester in 750 ml of a 2:1 methanol/water mixture is treated with 43.9 g of lithium-hydroxide monohydrate, and the mixture stirred at ambient temperature for 1 hour. Then the methanol is removed by distillation in vacuo, and the reaction mixture then diluted with crushed ice and acidified with aqueous 6N hydrochloric acid. The product is filtered and washed thoroughly with water. Crystallisation from n-hexane:methyl...